From a dataset of the Open Reaction Database (ORD), a public repository of structured organic reaction records. describe an organic reaction: reactants, conditions, products, and yield Reaction SMILES: [C:1]([O:2][C:3](=[O:4])[NH:7][CH:8]1[CH2:9][CH2:10][N:11]([C:14](=[O:15])[N:16]2[C:17]([c:37]3[cH:38][n:39][c:40]([C:46]([CH3:47])([CH3:48])[CH3:49])[cH:41][c:42]3[O:43][CH2:44][CH3:45])=[N:18][C:19]([CH3:29])([c:30]3[cH:31][cH:32][c:33]([Cl:36])[cH:34][cH:35]3)[C:20]2([CH3:21])[c:22]2[cH:23][cH:24][c:25]([Cl:28])[cH:26][cH:27]2)[CH2:12][CH2:13]1)([CH3:5])([CH3:6])[CH3:50].[Cl:58][CH2:59][Cl:60].[OH:51][C:52]([C:53]([F:54])([F:55])[F:56])=[O:57]>>[NH2:7][CH:8]1[CH2:9][CH2:10][N:11]([C:14](=[O:15])[N:16]2[C:17]([c:37]3[cH:38][n:39][c:40]([C:46]([CH3:47])([CH3:48])[CH3:49])[cH:41][c:42]3[O:43][CH2:44][CH3:45])=[N:18][C:19]([CH3:29])([c:30]3[cH:31][cH:32][c:33]([Cl:36])[cH:34][cH:35]3)[C:20]2([CH3:21])[c:22]2[cH:23][cH:24][c:25]([Cl:28])[cH:26][cH:27]2)[CH2:12][CH2:13]1. The product is CCOc1cc(C(C)(C)C)ncc1C1=NC(C)(c2ccc(Cl)cc2)C(C)(c2ccc(Cl)cc2)N1C(=O)N1CCC(N)CC1. Reactants: CCOc1cc(C(C)(C)C)ncc1C1=NC(C)(c2ccc(Cl)cc2)C(C)(c2ccc(Cl)cc2)N1C(=O)N1CCC(NC(=O)OC(C)(C)C)CC1, ClCCl, O=C(O)C(F)(F)F. Reactants: Cc1cc2ncc3cc(-c4ccccc4)c(=O)[nH]c3n2n1, CCCCCCC, CCOC(C)=O, ClC(Cl)Cl, CN(C)C=O, O=S(Cl)Cl. Yields the product Cc1cc2ncc3cc(-c4ccccc4)c(Cl)nc3n2n1. RXN SMILES: [CH3:1][c:2]1[n:3][n:4]2[c:5]([n:6][cH:7][c:8]3[c:9]2[nH:10][c:11](=[O:20])[c:12](-[c:14]2[cH:15][cH:16][cH:17][cH:18][cH:19]2)[cH:13]3)[cH:21]1.[CH3:35][CH2:36][CH2:37][CH2:38][CH2:39][CH2:40][CH3:41].[CH3:42][CH2:43][O:44][C:45]([CH3:46])=[O:47].[Cl:22][CH:23]([Cl:24])[Cl:25].[O:30]=[CH:31][N:32]([CH3:33])[CH3:34].[S:26]([Cl:27])([Cl:28])=[O:29]>>[CH3:1][c:2]1[n:3][n:4]2[c:5]([n:6][cH:7][c:8]3[c:9]2[n:10][c:11]([Cl:22])[c:12](-[c:14]2[cH:15][cH:16][cH:17][cH:18][cH:19]2)[cH:13]3)[cH:21]1. Starting materials: CSCCC(CC#N)N1N=CC(=C1)C=1C2=C(N=CN1)N(C=C2)COCC[Si](C)(C)C (5-(methylthio)-3-[4-(7-[2-(trimethylsilyl)ethoxy]methyl-7H-pyrrolo[2,3-d]-pyrimidin-4-yl)-1H-pyrazol-1-yl]pentanenitrile), C1CCOC1 (THF), [OH-].[NH4+] (ammonium hydroxide), C(C)O (ethanol). The solvent is Cl (HCl), O (water), O (water). Yields the product CSCCC(CC#N)N1N=CC(=C1)C=1C2=C(N=CN1)NC=C2 (5-(Methylthio)-3-[4-(7H-pyrrolo[2,3-d]pyrimidin-4-yl)-1H-pyrazol-1-yl]pentanenitrile). The yield is 50.7%. RXN SMILES: [CH3:1][S:2][CH2:3][CH2:4][CH:5]([N:9]1[CH:13]=[C:12]([C:14]2[C:15]3[CH:22]=[CH:21][N:20](COCC[Si](C)(C)C)[C:16]=3[N:17]=[CH:18][N:19]=2)[CH:11]=[N:10]1)[CH2:6][C:7]#[N:8].C1COCC1.C(O)C.[OH-].[NH4+]>Cl.O>[CH3:1][S:2][CH2:3][CH2:4][CH:5]([N:9]1[CH:13]=[C:12]([C:14]2[C:15]3[CH:22]=[CH:21][NH:20][C:16]=3[N:17]=[CH:18][N:19]=2)[CH:11]=[N:10]1)[CH2:6][C:7]#[N:8] |f:3.4|. Procedure: A solution of 5-(methylthio)-3-[4-(7-[2-(trimethylsilyl)ethoxy]methyl-7H-pyrrolo[2,3-d]-pyrimidin-4-yl)-1H-pyrazol-1-yl]pentanenitrile (0.35 g, 0.00079 mol) in THF (4 mL, 0.05 mol) and 3.0 M HCl (HCl) in water (4 mL) was heated to reflux overnight. The solvent was removed by rotary evaporation to give a pale orange oil. The oil was stirred in ethanol (3 mL, 0.05 mol) and 8.0 M ammonium hydroxide in water (1 mL) overnight. The reaction was concentrated and purified by prep LCMS (C18 column elutin... The reactants are O.ON1N=NC2=C1C=CC=C2 (1-hydroxybenzotriazole hydrate), Cl.CN(CCCN=C=NCC)C (3-dimethylaminopropyl-3-ethylcarbodiimide hydrochloride), N1=C(N=CC=C1)N1CCC(CC1)C(=O)O (1-pyrimidin-2-yl-piperidine-4-carboxylic acid), C(CCC)(=O)NN (Butyric acid hydrazide). Run in ClCCl (dichloromethane), ClCCl (dichloromethane), C(O)([O-])=O.[Na+] (sodium hydrogen carbonate). Run at time 18 hour. The product is C(CCC)(=O)NNC(=O)C1CCN(CC1)C1=NC=CC=N1 (1-Pyrimidin-2-yl-piperidine-4-carboxylic acid N′-butyryl-hydrazide). Isolated yield 62.0%. As a reaction SMILES: [N:1]1[CH:6]=[CH:5][CH:4]=[N:3][C:2]=1[N:7]1[CH2:12][CH2:11][CH:10]([C:13]([OH:15])=O)[CH2:9][CH2:8]1.O.ON1C2C=CC=CC=2N=N1.Cl.CN(C)CCCN=C=NCC.[C:39]([NH:44][NH2:45])(=[O:43])[CH2:40][CH2:41][CH3:42]>ClCCl.C(=O)([O-])O.[Na+]>[C:39]([NH:44][NH:45][C:13]([CH:10]1[CH2:9][CH2:8][N:7]([C:2]2[N:1]=[CH:6][CH:5]=[CH:4][N:3]=2)[CH2:12][CH2:11]1)=[O:15])(=[O:43])[CH2:40][CH2:41][CH3:42] |f:1.2,3.4,7.8|. Reported procedure: A mixture of 1-pyrimidin-2-yl-piperidine-4-carboxylic acid (3.0 g, 14.5 mmol)(see reference U.S. Pat. No. 4,826,843), 1-hydroxybenzotriazole hydrate (1.96 g, 14.5 mmol) and 1-(3-dimethylaminopropyl-3-ethylcarbodiimide hydrochloride (2.78 g, 14.5 mmol) in dichloromethane (100 ml) was stirred for 10 minutes. Butyric acid hydrazide (1.78 g, 17.4 mmol) was added and the reaction mixture was stirred under a nitrogen atmosphere for 18 hours. The reaction mixture was diluted with dichloromethane (100 m... Reactants: O(C1=CC=CC=C1)P(=O)(OC1=CC=CC=C1)OC=1N(CCOC1)C(=O)OC(C)(C)C (tert-butyl 5-((diphenoxyphosphoryl)oxy)-2H-1,4-oxazine-4(3H)-carboxylate), OC=1C=C(C=CC1)B(O)O (3-hydroxyphenylboronic acid). The product is OC=1C=C(C=CC1)C=1N(CCOC1)C(=O)OC(C)(C)C (tert-butyl 5-(3-hydroxyphenyl)-2H-1,4-oxazine-4(3H)-carboxylate). Isolated yield 35.0%. RXN SMILES: O(P(O[C:18]1[N:19]([C:24]([O:26][C:27]([CH3:30])([CH3:29])[CH3:28])=[O:25])[CH2:20][CH2:21][O:22][CH:23]=1)(OC1C=CC=CC=1)=O)C1C=CC=CC=1.[OH:31][C:32]1[CH:33]=[C:34](B(O)O)[CH:35]=[CH:36][CH:37]=1>>[OH:31][C:32]1[CH:37]=[C:36]([C:18]2[N:19]([C:24]([O:26][C:27]([CH3:28])([CH3:29])[CH3:30])=[O:25])[CH2:20][CH2:21][O:22][CH:23]=2)[CH:35]=[CH:34][CH:33]=1. Procedure details: This compound was prepared from tert-butyl 5-((diphenoxyphosphoryl)oxy)-2H-1,4-oxazine-4(3H)-carboxylate and 3-hydroxyphenylboronic acid using a procedure similar to that described in Example 2 (Steps 1-3a) above. The product was isolated as an off-white solid (35% yield); 1H-NMR (d6-DMSO) 1.08 (9H, s), 3.65 (2H, t), 4.07 (2H, t), 6.34 (1H, s), 6.58-6.63 (3H, m), 7.06 (1H, m), 9.23 (1H, s); MS ES(+) 222.1 (M+-tBu); Anal. Calcd for C15H19NO4: C, 64.97; H, 6.91; N, 5.05. Found: C, 64.77; H, 7.08; ... Starting materials: NC1CCN(CCc2c[nH]c3ccccc23)CC1, O, S=C=Nc1ccccc1, c1ccccc1. Product: S=C(Nc1ccccc1)NC1CCN(CCc2c[nH]c3ccccc23)CC1. As a reaction SMILES: [NH2:2][CH:3]1[CH2:4][CH2:5][N:6]([CH2:9][CH2:10][c:11]2[cH:12][nH:13][c:14]3[cH:15][cH:16][cH:17][cH:18][c:19]23)[CH2:7][CH2:8]1.[OH2:1].[c:20]1([N:26]=[C:27]=[S:28])[cH:21][cH:22][cH:23][cH:24][cH:25]1.[cH:29]1[cH:30][cH:31][cH:32][cH:33][cH:34]1>>[NH:2]([CH:3]1[CH2:4][CH2:5][N:6]([CH2:9][CH2:10][c:11]2[cH:12][nH:13][c:14]3[cH:15][cH:16][cH:17][cH:18][c:19]23)[CH2:7][CH2:8]1)[C:27]([NH:26][c:20]1[cH:21][cH:22][cH:23][cH:24][cH:25]1)=[S:28]. Reactants: ClC=1SC2=C(N=C(N=C2Cl)C(F)(F)F)N1 (2,7-dichloro-5-trifluoromethyl-thiazolo[4,5-d]pyrimidine), FC(OC1=CC=C(CNC(=O)[C@@H]2N(CCNC2)S(=O)(=O)C2=CC=C(C=C2)C2CC2)C=C1)(F)F ((R)-1-(4-cyclopropyl-benzenesulfonyl)-piperazine-2-carboxylic acid 4-trifluoromethoxy-benzylamide), C(C)(C)N(C(C)C)CC (N,N-diisopropylethylamine). Solvent: C(Cl)(Cl)Cl (chloroform). Reaction conditions: time 8 hour. Product: FC(OC1=CC=C(CNC(=O)[C@@H]2N(CCN(C2)C=2SC3=C(N=C(N=C3Cl)C(F)(F)F)N2)S(=O)(=O)C2=CC=C(C=C2)C2CC2)C=C1)(F)F ((R)-4-(7-chloro-5-trifluoromethyl-thiazolo[4,5-d]pyrimidin-2-yl)-1 -(4-cyclopropyl-benzenesulfonyl)-piperazine-2-carboxylic acid 4-trifluoromethoxy-benzylamide). Yield: 102.9%. Reaction SMILES: Cl[C:2]1[S:3][C:4]2[C:9]([Cl:10])=[N:8][C:7]([C:11]([F:14])([F:13])[F:12])=[N:6][C:5]=2[N:15]=1.[F:16][C:17]([F:48])([F:47])[O:18][C:19]1[CH:46]=[CH:45][C:22]([CH2:23][NH:24][C:25]([C@H:27]2[CH2:32][NH:31][CH2:30][CH2:29][N:28]2[S:33]([C:36]2[CH:41]=[CH:40][C:39]([CH:42]3[CH2:44][CH2:43]3)=[CH:38][CH:37]=2)(=[O:35])=[O:34])=[O:26])=[CH:21][CH:20]=1.C(N(CC)C(C)C)(C)C>C(Cl)(Cl)Cl>[F:48][C:17]([F:16])([F:47])[O:18][C:19]1[CH:46]=[CH:45][C:22]([CH2:23][NH:24][C:25]([C@H:27]2[CH2:32][N:31]([C:2]3[S:3][C:4]4[C:9]([Cl:10])=[N:8][C:7]([C:11]([F:14])([F:13])[F:12])=[N:6][C:5]=4[N:15]=3)[CH2:30][CH2:29][N:28]2[S:33]([C:36]2[CH:41]=[CH:40][C:39]([CH:42]3[CH2:43][CH2:44]3)=[CH:38][CH:37]=2)(=[O:34])=[O:35])=[O:26])=[CH:21][CH:20]=1. Procedure details: To a mixed solution of the compound (27 mg) obtained in Example 1001, Step 8, the compound (43 mg) obtained in Step 4 and chloroform (0.50 ml) was added N,N-diisopropylethylamine (19 μl) under ice-cooling. After stirring overnight at room temperature, the reaction mixture was purified by silica gel column chromatography (chloroform:methanol=20:1) to give the title compound (66 mg).